From a dataset of the Open Reaction Database (ORD), a public repository of structured organic reaction records. describe an organic reaction: reactants, conditions, products, and yield Starting materials: C(C=C)N(S(=O)(=O)C(F)(F)F)CCCC (N-allyl-N-butyltrifluoromethanesulfonamide), C(C)(C)(C)OOC(C)(C)C (di-t-butyl peroxide), C(C)OP(OCC)[O-] (diethylphosphite), C(C)OP(OCC)[O-] (diethylphosphite), C(C)OP(OCC)[O-] (diethylphosphite). Reaction conditions: temperature 150 celsius, time 60 minute. The product is desired compound, C(CCC)N(S(=O)(=O)C(F)(F)F)CCCP(OCC)(=O)OCC (diethyl 3-(N-butyltrifluoromethanesulfonamido)propanephosphonate). As a reaction SMILES: [CH2:1]([N:4]([CH2:12][CH2:13][CH2:14][CH3:15])[S:5]([C:8]([F:11])([F:10])[F:9])(=[O:7])=[O:6])[CH:2]=[CH2:3].C(OOC(C)(C)C)(C)(C)C.[CH2:26]([O:28][P:29]([O-:33])[O:30][CH2:31][CH3:32])[CH3:27]>>[CH2:12]([N:4]([CH2:1][CH2:2][CH2:3][P:29]([O:30][CH2:31][CH3:32])(=[O:33])[O:28][CH2:26][CH3:27])[S:5]([C:8]([F:11])([F:9])[F:10])(=[O:7])=[O:6])[CH2:13][CH2:14][CH3:15]. Reported procedure: Over a 60 minute period, a solution of the above-prepared N-allylsulfonamide (24.60 g, 0.10 mole) and diethylphosphite (15 g) was added dropwise concurrently with a solution of di-t-butyl peroxide (0.90 g) in diethylphosphite (5 g) to diethylphosphite (80 g) being stirred at 150° C. with an argon purge. The resulting mixture was stirred for an additional 1 hour under these conditions. The excess diethylphosphite was distilled at 10-20 torr and the residue fractionally distilled to give 19.64 g (... The reactants are OC=1C=C(C=CC1)S(=O)(=O)N (3-hydroxybenzenesulfonamide), BrCCCOC1=C(C=C(C=C1)OC1=CC=CC=C1)CCC (1-(3-bromopropoxy)-4-phenoxy-2-propylbenzene), C([O-])([O-])=O.[Cs+].[Cs+] (cesium carbonate). Solvent: CN(C)C=O (DMF). The product is O(C1=CC=CC=C1)C1=CC(=C(OCCCOC=2C=C(C=CC2)S(=O)(=O)N)C=C1)CCC (3-[3-(4-phenoxy-2-propylphenoxy)propoxy]benzenesulfonamide). As a reaction SMILES: [OH:1][C:2]1[CH:3]=[C:4]([S:8]([NH2:11])(=[O:10])=[O:9])[CH:5]=[CH:6][CH:7]=1.Br[CH2:13][CH2:14][CH2:15][O:16][C:17]1[CH:22]=[CH:21][C:20]([O:23][C:24]2[CH:29]=[CH:28][CH:27]=[CH:26][CH:25]=2)=[CH:19][C:18]=1[CH2:30][CH2:31][CH3:32].C(=O)([O-])[O-].[Cs+].[Cs+]>CN(C=O)C>[O:23]([C:20]1[CH:21]=[CH:22][C:17]([O:16][CH2:15][CH2:14][CH2:13][O:1][C:2]2[CH:3]=[C:4]([S:8]([NH2:11])(=[O:9])=[O:10])[CH:5]=[CH:6][CH:7]=2)=[C:18]([CH2:30][CH2:31][CH3:32])[CH:19]=1)[C:24]1[CH:25]=[CH:26][CH:27]=[CH:28][CH:29]=1 |f:2.3.4|. Procedure details: A solution of 3-hydroxybenzenesulfonamide (0.5 g, 2.89 mmol) and 1-(3-bromopropoxy)-4-phenoxy-2-propylbenzene (1.01 g, 2.89 mmol) with cesium carbonate (1.04 g, 3.18 mmol) in dry DMF (10 mL) was stirred at 50° C. for 5 h. The reaction suspension was cooled to room temperature and concentrated under vacuum to an orange residue. The residue was partitioned between ethyl acetate and water. The ethyl acetate phase was dried over sodium sulfate, filtered, and concentrated to an oil. The oil was chrom...